This data is from the Open Reaction Database (ORD), a public repository of structured organic reaction records. The task is: describe an organic reaction: reactants, conditions, products, and yield The reactants are BrCCCCBr, CCOCC, CS(C)=O, CC(C)O, [H-], N#CCc1ccc([N+](=O)[O-])cc1, [Na+], O. Yields the product N#CC1(c2ccc([N+](=O)[O-])cc2)CCCC1. RXN SMILES: [Br:15][CH2:16][CH2:17][CH2:18][CH2:19][Br:20].[CH3:21][CH2:22][O:23][CH2:24][CH3:25].[CH3:26][S:27]([CH3:28])=[O:29].[CH:31]([OH:32])([CH3:33])[CH3:34].[H-:1].[N+:3](=[O:4])([O-:5])[c:6]1[cH:7][cH:8][c:9]([CH2:12][C:13]#[N:14])[cH:10][cH:11]1.[Na+:2].[OH2:30]>>[N+:3](=[O:4])([O-:5])[c:6]1[cH:7][cH:8][c:9]([C:12]2([C:13]#[N:14])[CH2:16][CH2:17][CH2:18][CH2:19]2)[cH:10][cH:11]1. As a reaction SMILES: [CH3:36][CH2:37][O:38][C:39](=[O:40])[CH3:41].[Cl:1][c:2]1[cH:3][cH:4][c:5]([N:8]2[CH:9]([C:12](=[O:13])[OH:14])[CH2:10][CH2:11]2)[cH:6][cH:7]1.[NH2:15][c:16]1[n:17][o:18][c:19]([C:21]([CH3:22])([CH3:23])[CH3:24])[cH:20]1.[P:25]([Cl:26])([Cl:27])([Cl:28])=[O:29].[cH:30]1[cH:31][cH:32][n:33][cH:34][cH:35]1>>[Cl:1][c:2]1[cH:3][cH:4][c:5]([N:8]2[CH:9]([C:12](=[O:14])[NH:15][c:16]3[n:17][o:18][c:19]([C:21]([CH3:22])([CH3:23])[CH3:24])[cH:20]3)[CH2:10][CH2:11]2)[cH:6][cH:7]1. The product is CC(C)(C)c1cc(NC(=O)C2CCN2c2ccc(Cl)cc2)no1. The reactants are CCOC(C)=O, O=C(O)C1CCN1c1ccc(Cl)cc1, CC(C)(C)c1cc(N)no1, O=P(Cl)(Cl)Cl, c1ccncc1.